From a dataset of the Open Reaction Database (ORD), a public repository of structured organic reaction records. describe an organic reaction: reactants, conditions, products, and yield As a reaction SMILES: [Cl:1][C:2]1[CH:7]=[CH:6][CH:5]=[C:4]([Cl:8])[C:3]=1[C:9]1[C:20](=[O:21])[N:19]([CH3:22])[C:12]2[N:13]=[C:14](SC)[N:15]=[CH:16][C:11]=2[CH:10]=1.[CH3:23][NH2:24]>CN(C)C=O>[Cl:1][C:2]1[CH:7]=[CH:6][CH:5]=[C:4]([Cl:8])[C:3]=1[C:9]1[C:20](=[O:21])[N:19]([CH3:22])[C:12]2[N:13]=[C:14]([NH:24][CH3:23])[N:15]=[CH:16][C:11]=2[CH:10]=1. The product is ClC1=C(C(=CC=C1)Cl)C1=CC2=C(N=C(N=C2)NC)N(C1=O)C (6-(2,6-Dichlorophenyl)-8-methyl-2-methylamino-8H-pyrido[2,3-d]pyrimidin-7-one). Reaction conditions: time 10 minute. Starting materials: ClC1=C(C(=CC=C1)Cl)C1=CC2=C(N=C(N=C2)SC)N(C1=O)C (6-(2,6-Dichlorophenyl)-8-methyl-2-methylsulfanyl-8H-pyrido[2,3-d]pyrimidin-7-one), CN (monomethylamine), amine. Reported procedure: A quantity of 0.165 g (0.47 mmol) of 6-(2,6-dichlorophenyl)-8-methyl-2-methylsulfanyl-8H-pyrido[2,3-d]pyrimidin-7-one of Example 37 was placed in a pressure tube with a magnetic stirring bar. The tube was cooled in a dry ice-acetone bath and ca. 3 mL of monomethylamine gas was condensed in the tube. Dimethylformamide (1.0 mL) was added, and the tube was closed and allowed to warm to room temperature. With stirring, the reaction mixture was heated behind a shield in a 110° C. oil bath. After 10 m... Run in CN(C=O)C (Dimethylformamide). Reactants: [BH4-], CO, ClCCl, NCCCO, [Na+], O=Cc1c2ccccc2cc2ccccc12. Yields the product OCCCNCc1c2ccccc2cc2ccccc12. As a reaction SMILES: [BH4-:22].[CH3:24][OH:25].[Cl:26][CH2:27][Cl:28].[NH2:1][CH2:2][CH2:3][CH2:4][OH:5].[Na+:23].[cH:6]1[cH:7][cH:8][cH:9][c:10]2[cH:11][c:12]3[cH:13][cH:14][cH:15][cH:16][c:17]3[c:18]([CH:20]=[O:21])[c:19]12>>[NH:1]([CH2:2][CH2:3][CH2:4][OH:5])[CH2:20][c:18]1[c:17]2[c:12]([cH:11][c:10]3[cH:9][cH:8][cH:7][cH:6][c:19]31)[cH:13][cH:14][cH:15][cH:16]2. Reactants: COC(C1=C(C=CC(=C1)N1CCC(CC1)O)[N+](=O)[O-])OC (5-(4-hydroxypiperidino)-2-nitrobenzaldehyde dimethylacetal), Cl (hydrochloric acid), O (water). The solvent is CC(=O)C (acetone). Product: OC1CCN(CC1)C=1C=CC(=C(C=O)C1)[N+](=O)[O-] (5-(4-hydroxypiperidino)-2-nitrobenzaldehyde). The yield is 96.4%. As a reaction SMILES: C[O:2][CH:3](OC)[C:4]1[CH:9]=[C:8]([N:10]2[CH2:15][CH2:14][CH:13]([OH:16])[CH2:12][CH2:11]2)[CH:7]=[CH:6][C:5]=1[N+:17]([O-:19])=[O:18].Cl.O>CC(C)=O>[OH:16][CH:13]1[CH2:12][CH2:11][N:10]([C:8]2[CH:7]=[CH:6][C:5]([N+:17]([O-:19])=[O:18])=[C:4]([CH:9]=2)[CH:3]=[O:2])[CH2:15][CH2:14]1. Procedure details: To a solution of 4.3 g of 5-(4-hydroxypiperidino)-2-nitrobenzaldehyde dimethylacetal in 40 ml of acetone was added 40 ml of 2N hydrochloric acid. After refluxing for 15 min, the reaction mixture was poured into water, and extracted with ethyl acetate. The extract was washed with water, dried, and evaporated under a reduced pressure to give 3.5 g of 5-(4-hydroxypiperidino)-2-nitrobenzaldehyde. The reactants are ClC1=NC=C(C=C1)B1OC(C(O1)(C)C)(C)C (2-Chloro-5-(4,4,5,5-tetramethyl-1,3,2-dioxaborolan-2-yl)pyridine), [O-]P(=O)([O-])[O-].[K+].[K+].[K+] (K3PO4), C(Cl)Cl (CH2Cl2), COC(=O)C1CCC(CC1)C1=NC=2N(C(=C1)N(COCC[Si](C)(C)C)COCC[Si](C)(C)C)N=CC2I (4-{7-[Bis-(2-trimethylsilanyl-ethoxymethyl)-amino]-3-iodo-pyrazolo[1,5-a]pyrimidin-5-yl}-cyclohexanecarboxylic acid methyl ester). The reagents and catalysts are C1=CC=C(C=C1)P([C-]2C=CC=C2)C3=CC=CC=C3.C1=CC=C(C=C1)P([C-]2C=CC=C2)C3=CC=CC=C3.Cl[Pd]Cl.[Fe+2] (PdCl2(dppf)). The solvent is O1CCOCC1 (dioxane). Run at temperature 90 celsius, time 18 hour. Product: C[Si](CCOCN(C1=CC(=NC=2N1N=CC2C=2C=NC(=CC2)Cl)C2CCC(CC2)C(=O)OC)COCC[Si](C)(C)C)(C)C (Methyl 4-(7-(bis((2-(trimethylsilyl)ethoxy)methyl)amino)-3-(6-chloropyridin-3-yl)pyrazolo[1,5-a]pyrimidin-5-yl)cyclohexanecarboxylate). Yield: 75.6%. Reaction SMILES: [Cl:1][C:2]1[CH:7]=[CH:6][C:5](B2OC(C)(C)C(C)(C)O2)=[CH:4][N:3]=1.[O-]P([O-])([O-])=O.[K+].[K+].[K+].C(Cl)Cl.[CH3:28][O:29][C:30]([CH:32]1[CH2:37][CH2:36][CH:35]([C:38]2[CH:43]=[C:42]([N:44]([CH2:53][O:54][CH2:55][CH2:56][Si:57]([CH3:60])([CH3:59])[CH3:58])[CH2:45][O:46][CH2:47][CH2:48][Si:49]([CH3:52])([CH3:51])[CH3:50])[N:41]3[N:61]=[CH:62][C:63](I)=[C:40]3[N:39]=2)[CH2:34][CH2:33]1)=[O:31]>O1CCOCC1.C1C=CC(P(C2C=CC=CC=2)[C-]2C=CC=C2)=CC=1.C1C=CC(P(C2C=CC=CC=2)[C-]2C=CC=C2)=CC=1.Cl[Pd]Cl.[Fe+2]>[CH3:51][Si:49]([CH3:50])([CH3:52])[CH2:48][CH2:47][O:46][CH2:45][N:44]([CH2:53][O:54][CH2:55][CH2:56][Si:57]([CH3:60])([CH3:59])[CH3:58])[C:42]1[N:41]2[N:61]=[CH:62][C:63]([C:5]3[CH:4]=[N:3][C:2]([Cl:1])=[CH:7][CH:6]=3)=[C:40]2[N:39]=[C:38]([CH:35]2[CH2:36][CH2:37][CH:32]([C:30]([O:29][CH3:28])=[O:31])[CH2:33][CH2:34]2)[CH:43]=1 |f:1.2.3.4,8.9.10.11|. Reported procedure: 2-Chloro-5-(4,4,5,5-tetramethyl-1,3,2-dioxaborolan-2-yl)pyridine (0.55 mmol, 131 mg), K3PO4 (1.36 mmol, 290 mg), and PdCl2(dppf).CH2Cl2 (0.045 mmol, 37 mg) is added to a solution of 4-{7-[Bis-(2-trimethylsilanyl-ethoxymethyl)-amino]-3-iodo-pyrazolo[1,5-a]pyrimidin-5-yl}-cyclohexanecarboxylic acid methyl ester (0.45 mmol, 300 mg) in dioxane (3.8 mL). To this suspension is added distilled H2O (0.38 mL). The resulting solution is stirred at 90° C. under argon for 18 hours. The reaction mixture is c... Reactants: COC1=CC=C(C=C1)C(O)C=1C(=NC=CC1)OC (4-methoxyphenyl 2-methoxypyridin-3-yl methanol). Reagents/catalysts: [C].[Pd] (palladium carbon). Run in C(C)(=O)O (acetic acid). Run at time 10 hour. The product is COC1=NC=CC=C1CC1=CC=C(C=C1)OC (2-methoxy-3-(4-methoxybenzyl)-pyridine). The yield is 75.7%. As a reaction SMILES: [CH3:1][O:2][C:3]1[CH:8]=[CH:7][C:6]([CH:9]([C:11]2[C:12]([O:17][CH3:18])=[N:13][CH:14]=[CH:15][CH:16]=2)O)=[CH:5][CH:4]=1>C(O)(=O)C.[C].[Pd]>[CH3:18][O:17][C:12]1[C:11]([CH2:9][C:6]2[CH:5]=[CH:4][C:3]([O:2][CH3:1])=[CH:8][CH:7]=2)=[CH:16][CH:15]=[CH:14][N:13]=1 |f:2.3|. Procedure details: To a solution of mesityl bromide (0.77 g) in tetrahydrofuran(2.6 mL) was added tert-butyllithium (1.48 mol/L solution in pentane, 5.3 mL) at −78° C. under an argon atmosphere, and the mixture was stirred for 1 hour. To the reaction mixture was added a solution of 2-methoxypyridine (0.33 g) in tetrahydofuran (3 mL). The temperature was raised to 0° C., and the mixture was stirred for 1 hour. The temperature was raised to room temperature, and the reaction mixture was stirred for additionally 1 ho... Starting materials: BrC=1C=C2C(=C(C=NC2=CC1)C(=O)C1CC1)N[C@@H]1CC[C@H](CC1)N1CCCC1 ({6-bromo-4-[trans-4-(pyrrolidin-1-yl)cyclohexylamino]quinolin-3-yl}(cyclopropyl)methanone), ClC=1C=C(C=CC1O)B(O)O (3-chloro-4-hydroxyphenylboronic acid). Yields the product ClC=1C=C(C=CC1O)C=1C=C2C(=C(C=NC2=CC1)C(=O)C1CC1)N[C@@H]1CC[C@H](CC1)N1CCCC1 ({6-(3-Chloro-4-hydroxyphenyl)-4-[trans-4-(pyrrolidin-1-yl)cyclohexylamino]quinolin-3-yl}(cyclopropyl)methanone). Yield: 83.1%. As a reaction SMILES: Br[C:2]1[CH:3]=[C:4]2[C:9](=[CH:10][CH:11]=1)[N:8]=[CH:7][C:6]([C:12]([CH:14]1[CH2:16][CH2:15]1)=[O:13])=[C:5]2[NH:17][C@H:18]1[CH2:23][CH2:22][C@H:21]([N:24]2[CH2:28][CH2:27][CH2:26][CH2:25]2)[CH2:20][CH2:19]1.[Cl:29][C:30]1[CH:31]=[C:32](B(O)O)[CH:33]=[CH:34][C:35]=1[OH:36]>>[Cl:29][C:30]1[CH:31]=[C:32]([C:2]2[CH:3]=[C:4]3[C:9](=[CH:10][CH:11]=2)[N:8]=[CH:7][C:6]([C:12]([CH:14]2[CH2:16][CH2:15]2)=[O:13])=[C:5]3[NH:17][C@H:18]2[CH2:23][CH2:22][C@H:21]([N:24]3[CH2:25][CH2:26][CH2:27][CH2:28]3)[CH2:20][CH2:19]2)[CH:33]=[CH:34][C:35]=1[OH:36]. Reported procedure: Following general procedure D, {6-bromo-4-[trans-4-(pyrrolidin-1-yl)cyclohexylamino]quinolin-3-yl}(cyclopropyl)methanone (24 mg, 0.054 mmol) was reacted with 3-chloro-4-hydroxyphenylboronic acid (26 mg, 0.150 mmol) to afford the desired product (22 mg, 83%) as a brown solid: 1H NMR (300 MHz, CD3OD) δ 9.14 (s, 1H), 8.34 (s, 1H), 8.01 (dd, J=8.8, 1.8 Hz, 1H), 7.92 (d, J=8.7 Hz, 1H), 7.70 (d, J=2.2 Hz, 1H), 7.52 (dd, J=8.5, 2.3 Hz, 1H), 7.06 (d, J=8.5 Hz, 1H), 4.18 (s, 1H), 3.24 (s, 4H), 3.07 (s, 1... The reactants are Cc1cc(COc2ccc(S(=O)(=O)C=CC=C3CCSCC3)cc2)c2ccccc2n1, NO, C1CCOC1. The product is Cc1cc(COc2ccc(S(=O)(=O)CC(C=C3CCSCC3)NO)cc2)c2ccccc2n1. As a reaction SMILES: [CH3:3][c:4]1[n:5][c:6]2[cH:7][cH:8][cH:9][cH:10][c:11]2[c:12]([CH2:14][O:15][c:16]2[cH:17][cH:18][c:19]([S:22](=[O:23])(=[O:24])[CH:25]=[CH:26][CH:27]=[C:28]3[CH2:29][CH2:30][S:31][CH2:32][CH2:33]3)[cH:20][cH:21]2)[cH:13]1.[NH2:1][OH:2].[O:34]1[CH2:35][CH2:36][CH2:37][CH2:38]1>>[NH:1]([OH:2])[CH:26]([CH2:25][S:22]([c:19]1[cH:18][cH:17][c:16]([O:15][CH2:14][c:12]2[c:11]3[c:6]([n:5][c:4]([CH3:3])[cH:13]2)[cH:7][cH:8][cH:9][cH:10]3)[cH:21][cH:20]1)(=[O:23])=[O:24])[CH:27]=[C:28]1[CH2:29][CH2:30][S:31][CH2:32][CH2:33]1. Reactants: C(C1=CC=CC=C1)(C1=CC=CC=C1)OC1CCNCC1 (4-benzhydryloxy-piperidine), BrCCN1C(C=2C(C1=O)=CC=CC2)=O (N-(2-bromoethyl)phthalimide), C(=O)([O-])[O-].[K+].[K+] (K2CO3), [Na+].[I-] (NaI). The solvent is CC(CC)=O (2-butanone). Yields the product crude product, C(C1=CC=CC=C1)(C1=CC=CC=C1)OC1CCN(CC1)CCN1C(C2=CC=CC=C2C1=O)=O (2-[2-(4-benzhydryloxy-piperidin-1-yl)-ethyl]-isoindole-1,3-dione). Isolated yield 100.0%. Reaction SMILES: [CH:1]([O:14][CH:15]1[CH2:20][CH2:19][NH:18][CH2:17][CH2:16]1)([C:8]1[CH:13]=[CH:12][CH:11]=[CH:10][CH:9]=1)[C:2]1[CH:7]=[CH:6][CH:5]=[CH:4][CH:3]=1.Br[CH2:22][CH2:23][N:24]1[C:28](=[O:29])[C:27]2=[CH:30][CH:31]=[CH:32][CH:33]=[C:26]2[C:25]1=[O:34].C([O-])([O-])=O.[K+].[K+].[Na+].[I-]>CC(=O)CC>[CH:1]([O:14][CH:15]1[CH2:20][CH2:19][N:18]([CH2:22][CH2:23][N:24]2[C:25](=[O:34])[C:26]3[C:27](=[CH:30][CH:31]=[CH:32][CH:33]=3)[C:28]2=[O:29])[CH2:17][CH2:16]1)([C:8]1[CH:13]=[CH:12][CH:11]=[CH:10][CH:9]=1)[C:2]1[CH:3]=[CH:4][CH:5]=[CH:6][CH:7]=1 |f:2.3.4,5.6|. Procedure details: The mixture of 4-benzhydryloxy-piperidine (1.85 g, 3.4 mmol, 1.0 eq.), N-(2-bromoethyl)phthalimide (0.855 g, 3.4 mmol, 1.0 eq.), K2CO3 (0.705 g, 5.1 mmol, 1.5 eq.), and NaI (0.713 g, 4.8 mmol, 1.4 eq.) in 2-butanone (20 ml) was refluxed for 2-3 hours. The mixture was then cooled to room temperature. The white solid was filtered off and was washed with small amount of CHCl3. The filtrates were combined and concentrated. The resulted residue was dissolved in CHCl3 (100 ml). The solution was washed... Starting materials: CC(C)(C)c1cc(NC(=O)Nc2ccc(Oc3ccncc3)cc2)n(-c2ccc([N+](=O)[O-])cc2)n1, CCO, [H][H]. RXN SMILES: [C:1]([CH3:2])([CH3:3])([CH3:4])[c:5]1[cH:6][c:7]([NH:19][C:20](=[O:21])[NH:22][c:23]2[cH:24][cH:25][c:26]([O:29][c:30]3[cH:31][cH:32][n:33][cH:34][cH:35]3)[cH:27][cH:28]2)[n:8](-[c:10]2[cH:11][cH:12][c:13]([N+:16]([O-:17])=[O:18])[cH:14][cH:15]2)[n:9]1.[CH3:38][CH2:39][OH:40].[H:36][H:37]>>[C:1]([CH3:2])([CH3:3])([CH3:4])[c:5]1[cH:6][c:7]([NH:19][C:20](=[O:21])[NH:22][c:23]2[cH:24][cH:25][c:26]([O:29][c:30]3[cH:31][cH:32][n:33][cH:34][cH:35]3)[cH:27][cH:28]2)[n:8](-[c:10]2[cH:11][cH:12][c:13]([NH2:16])[cH:14][cH:15]2)[n:9]1. Product: CC(C)(C)c1cc(NC(=O)Nc2ccc(Oc3ccncc3)cc2)n(-c2ccc(N)cc2)n1. Reported procedure: Prepare lithium diisopropyl amide (LDA) as follows: Charge diisopropylamine (316.8 g, 2.5 equiv) and methyl tert-butyl ether (1.25 L) to a reactor and cool the reaction vessel to −10° C. to 0° C. Add n-butyl lithium in hexane (748 g, 2.2 equiv) while maintaining the temperature between −10° C. and 0° C. Stir the mixture for 30-60 min. In a separate vessel, add methyl tert-butyl ether (1.8 L), dibromomethane (471.6 g, 2.2 equiv) and methyl tetrahydro-2H-pyran-4-carboxylate (180 g) and cool to −90... Product: BrC(C(=O)C1CCOCC1)Br (2,2-dibromo-1-(tetrahydro-2H-pyran-4-yl)ethanone). Run at temperature 5 celsius, time 45 minute. Isolated yield 57.0%. As a reaction SMILES: C([N-]C(C)C)(C)C.[Li+].C(NC(C)C)(C)C.C([Li])CCC.CCCCCC.[Br:27][CH2:28][Br:29].[O:30]1[CH2:35][CH2:34][CH:33]([C:36](OC)=[O:37])[CH2:32][CH2:31]1.Cl>C(OC)(C)(C)C>[Br:27][CH:28]([Br:29])[C:36]([CH:33]1[CH2:34][CH2:35][O:30][CH2:31][CH2:32]1)=[O:37] |f:0.1|. The reactants are C(C)(C)NC(C)C (diisopropylamine), C(C)(C)[N-]C(C)C.[Li+] (lithium diisopropyl amide), Cl (HCl), C(C)(C)[N-]C(C)C.[Li+] (LDA), BrCBr (dibromomethane), O1CCC(CC1)C(=O)OC (methyl tetrahydro-2H-pyran-4-carboxylate), C(CCC)[Li] (n-butyl lithium), CCCCCC (hexane). The solvent is C(C)(C)(C)OC (methyl tert-butyl ether), C(C)(C)(C)OC (methyl tert-butyl ether).